Dataset: the Open Reaction Database (ORD), a public repository of structured organic reaction records. Task: describe an organic reaction: reactants, conditions, products, and yield Reactants: O1C(=CC2=C1C=CC=C2)CCO (3-benzofuranethanol), C1(=CC=C(C=C1)S(=O)(=O)Cl)C (p-toluenesulfonyl chloride), N1=CC=CC=C1 (pyridine). Yields the product CNCCC1=CC2=C(O1)C=CC=C2 (N-methyl 3-benzofuranethylamine). The yield is 59.0%. As a reaction SMILES: [O:1]1[C:5]2[CH:6]=[CH:7][CH:8]=[CH:9][C:4]=2[CH:3]=[C:2]1[CH2:10][CH2:11]O.C1(C)C=CC(S(Cl)(=O)=O)=CC=1.[N:24]1C=CC=C[CH:25]=1>>[CH3:25][NH:24][CH2:11][CH2:10][C:2]1[O:1][C:5]2[CH:6]=[CH:7][CH:8]=[CH:9][C:4]=2[CH:3]=1. Procedure details: A solution of 5.03 g of 3-benzofuranethanol and 8 g of p-toluenesulfonyl chloride in 20 ml of pyridine was kept in a refrigerator for one week. Most of the pyridine was removed under vacuum, and the residue dissolved in ether and washed successively with 5% hydrochloric acid, water, and 5% sodium bicarbonate solution and dried. Removal of the solvent left 5.93 g of crude 3-benzofuranethanol, p-toluenesulfonate which was heated with 8 g of methylamine in 25 ml of tetrahydrofuran to 100° for 4 hou... The reactants are BrB(Br)Br, COc1ccc(C#N)c(C)c1, ClCCl, [Na+], O=C([O-])O, O. Yields the product Cc1cc(O)ccc1C#N. RXN SMILES: [B:12]([Br:13])([Br:14])[Br:15].[CH3:1][O:2][c:3]1[cH:4][c:5]([CH3:11])[c:6]([C:7]#[N:8])[cH:9][cH:10]1.[Cl:22][CH2:23][Cl:24].[Na+:21].[O-:17][C:18]([OH:19])=[O:20].[OH2:16]>>[OH:2][c:3]1[cH:4][c:5]([CH3:11])[c:6]([C:7]#[N:8])[cH:9][cH:10]1. Reactants: C1COCCO1, Clc1nccc(Nc2ccccc2N2CCOCC2)n1, Cl, Nc1cccc(S(N)(=O)=O)c1. Product: NS(=O)(=O)c1cccc(Nc2nccc(Nc3ccccc3N3CCOCC3)n2)c1. RXN SMILES: [CH2:33]1[O:34][CH2:35][CH2:36][O:37][CH2:38]1.[Cl:12][c:13]1[n:14][cH:15][cH:16][c:17]([NH:19][c:20]2[c:21]([N:26]3[CH2:27][CH2:28][O:29][CH2:30][CH2:31]3)[cH:22][cH:23][cH:24][cH:25]2)[n:18]1.[ClH:32].[NH2:1][c:2]1[cH:3][c:4]([S:8](=[O:9])(=[O:10])[NH2:11])[cH:5][cH:6][cH:7]1>>[NH:1]([c:2]1[cH:3][c:4]([S:8](=[O:9])(=[O:10])[NH2:11])[cH:5][cH:6][cH:7]1)[c:13]1[n:14][cH:15][cH:16][c:17]([NH:19][c:20]2[c:21]([N:26]3[CH2:27][CH2:28][O:29][CH2:30][CH2:31]3)[cH:22][cH:23][cH:24][cH:25]2)[n:18]1. Starting materials: COC=1C=C2CCCC(C2=CC1)=O (6-methoxytetralone), [C-]#N (cyanide). Product: ( 2 ), COC=1C=C2CCC=C(C2=CC1)C#N (6-methoxy-1-cyano3,4-dihydronaphthalene). Reaction SMILES: [CH3:1][O:2][C:3]1[CH:4]=[C:5]2[C:10](=[CH:11][CH:12]=1)[C:9](=O)[CH2:8][CH2:7][CH2:6]2.[C-:14]#[N:15]>>[CH3:1][O:2][C:3]1[CH:4]=[C:5]2[C:10](=[CH:11][CH:12]=1)[C:9]([C:14]#[N:15])=[CH:8][CH2:7][CH2:6]2. Reported procedure: The process of claim 1 wherein (1) 6-methoxytetralone is reacted with cyanide ion and a Lewis acid so as to form 6-methoxy-1-cyano-3,4-dihydronaphthalene, (2) the 6-methoxy-1-cyano3,4-dihydronaphthalene is dehydrogenated to 6-methoxy-1-cyanonaphthalene, (3) the 6-methoxy-1-cyanonaphthalene is halogenated so as to form a 6-methoxy-5-halo-1-cyanonaphthalene and then trifluoromethylated to replace the halo substituent with a trifluoromethyl group, and (4) the resultant 6-methoxy-5-trifluoromethyl-1...